This data is from the Open Reaction Database (ORD), a public repository of structured organic reaction records. The task is: describe an organic reaction: reactants, conditions, products, and yield Starting materials: FC1=CC=C(C=C1)C(OCCBr)C1=CC=C(C=C1)F (1-[bis(4-fluorophenyl)methoxy]-2-bromoethane), COC=1C=C(C=CC1)C1NCCC1 (2-(3-methoxyphenyl)pyrrolidine), C([O-])([O-])=O.[K+].[K+] (potassium carbonate). Yields the product FC1=CC=C(C=C1)C(OCCN1C(CCC1)C1=CC(=CC=C1)OC)C1=CC=C(C=C1)F (1-[2-[bis(4-fluorophenyl)methoxy]ethyl]-2-(3-methoxyphenyl)pyrrolidine). Isolated yield 52.0%. As a reaction SMILES: [F:1][C:2]1[CH:7]=[CH:6][C:5]([CH:8]([C:13]2[CH:18]=[CH:17][C:16]([F:19])=[CH:15][CH:14]=2)[O:9][CH2:10][CH2:11]Br)=[CH:4][CH:3]=1.[CH3:20][O:21][C:22]1[CH:23]=[C:24]([CH:28]2[CH2:32][CH2:31][CH2:30][NH:29]2)[CH:25]=[CH:26][CH:27]=1.C(=O)([O-])[O-].[K+].[K+]>>[F:1][C:2]1[CH:7]=[CH:6][C:5]([CH:8]([C:13]2[CH:18]=[CH:17][C:16]([F:19])=[CH:15][CH:14]=2)[O:9][CH2:10][CH2:11][N:29]2[CH2:30][CH2:31][CH2:32][CH:28]2[C:24]2[CH:25]=[CH:26][CH:27]=[C:22]([O:21][CH3:20])[CH:23]=2)=[CH:4][CH:3]=1 |f:2.3.4|. Procedure details: Proceeding as in Example 9, using 9.8 g (30 mmole) of 1-[bis(4-fluorophenyl)methoxy]-2-bromoethane, 5.3 g (30 mmole) of (2-(3-methoxyphenyl)pyrrolidine and 8.3 g (60 mmole) of potassium carbonate, there was obtained after silica gel column filtration, 6.7 g (yield: 52%) of 1-[2-[bis(4-fluorophenyl)methoxy]ethyl]-2-(3-methoxyphenyl)pyrrolidine. Reactants: CCCS, C1CCOC1, O=C1N(c2ccccc2)c2ccccc2C1(CCCCCl)Cc1ccncc1, Cl, [H-], [Na+]. Yields the product CCCSCCCCC1(Cc2ccncc2)C(=O)N(c2ccccc2)c2ccccc21, Cl. RXN SMILES: [CH2:32]([CH2:33][CH3:34])[SH:35].[CH2:36]1[O:37][CH2:38][CH2:39][CH2:40]1.[Cl:2][CH2:3][CH2:4][CH2:5][CH2:6][C:7]1([CH2:23][c:24]2[cH:25][cH:26][n:27][cH:28][cH:29]2)[C:8](=[O:22])[N:9]([c:16]2[cH:17][cH:18][cH:19][cH:20][cH:21]2)[c:10]2[cH:11][cH:12][cH:13][cH:14][c:15]21.[ClH:1].[H-:31].[Na+:30]>>[CH2:3]([CH2:4][CH2:5][CH2:6][C:7]1([CH2:23][c:24]2[cH:25][cH:26][n:27][cH:28][cH:29]2)[C:8](=[O:22])[N:9]([c:16]2[cH:17][cH:18][cH:19][cH:20][cH:21]2)[c:10]2[cH:11][cH:12][cH:13][cH:14][c:15]21)[S:35][CH2:32][CH2:33][CH3:34].[ClH:2]. The reactants are CC(C)(CO)Cn1cnc(-c2cccnc2)c1, ClCCl, [Na+], O=C([O-])O. The product is CC(C)(C=O)Cn1cnc(-c2cccnc2)c1. As a reaction SMILES: [CH3:1][C:2]([CH2:3][OH:4])([CH2:5][n:6]1[cH:7][n:8][c:9](-[c:11]2[cH:12][n:13][cH:14][cH:15][cH:16]2)[cH:10]1)[CH3:17].[Cl:23][CH2:24][Cl:25].[Na+:22].[O-:18][C:19]([OH:20])=[O:21]>>[CH3:1][C:2]([CH:3]=[O:4])([CH2:5][n:6]1[cH:7][n:8][c:9](-[c:11]2[cH:12][n:13][cH:14][cH:15][cH:16]2)[cH:10]1)[CH3:17]. The reactants are C(=S)(Cl)Cl (Thiophosgene), N(N)C(SC1=CC(=C(C(=C1)C(C)(C)C)O)C(C)(C)C)=O (S-[3,5-bis(1,1-dimethylethyl)-4-hydroxyphenyl] hydrazinecarbothioate), C(C)(=O)OCC (ethyl acetate), C([O-])(O)=O.[Na+] (sodium bicarbonate). Solvent: O1CCCC1 (tetrahydrofuran). Conditions: time 10 minute. Yields the product CC(C)(C)C=1C=C(C=C(C1O)C(C)(C)C)SC1=NNC(O1)=S (5-[[3,5-Bis(1,1-dimethylethyl)-4-hydroxyphenyl]thio]-1,3,4-oxadiazole-2(3H)-thione). Reaction SMILES: [C:1](Cl)(Cl)=[S:2].[NH:5]([C:7](=[O:24])[S:8][C:9]1[CH:14]=[C:13]([C:15]([CH3:18])([CH3:17])[CH3:16])[C:12]([OH:19])=[C:11]([C:20]([CH3:23])([CH3:22])[CH3:21])[CH:10]=1)[NH2:6].C(OCC)(=O)C.C(=O)(O)[O-].[Na+]>O1CCCC1>[CH3:23][C:20]([C:11]1[CH:10]=[C:9]([S:8][C:7]2[O:24][C:1](=[S:2])[NH:6][N:5]=2)[CH:14]=[C:13]([C:15]([CH3:16])([CH3:17])[CH3:18])[C:12]=1[OH:19])([CH3:21])[CH3:22] |f:3.4|. Procedure: Thiophosgene (0.39 mL, 5.1 mmol) is added dropwise to a -78° C. solution of S-[3,5-bis(1,1-dimethylethyl)-4-hydroxyphenyl] hydrazinecarbothioate (1.5 g, 5.1 mmol) in tetrahydrofuran (150 mL). The reaction mixture is stirred for 10 minutes then poured into a separatory funnel containing ethyl acetate and aqueous sodium bicarbonate. The organic phase is washed three times with water and once with brine. Drying the organic phase over magnesium sulfate and evaporation gives a solid which is crystall...